From a dataset of the Open Reaction Database (ORD), a public repository of structured organic reaction records. describe an organic reaction: reactants, conditions, products, and yield RXN SMILES: [CH2:13]1[CH2:14][O:15][CH2:16][CH2:17][NH:18]1.[CH3:19][C:20]#[N:21].[CH3:22][CH2:23][O:24][CH2:25][CH3:26].[Cl:1][CH2:2][c:3]1[cH:4][cH:5][c:6]([C:9](=[O:10])[O:11][CH3:12])[n:7][cH:8]1>>[CH2:2]([c:3]1[cH:4][cH:5][c:6]([C:9](=[O:10])[O:11][CH3:12])[n:7][cH:8]1)[N:18]1[CH2:13][CH2:14][O:15][CH2:16][CH2:17]1. Yields the product COC(=O)c1ccc(CN2CCOCC2)cn1. Starting materials: C1COCCN1, CC#N, CCOCC, COC(=O)c1ccc(CCl)cn1. Run in CCO (EtOH), CN(C)C=O (DMF), CCOC(=O)C (EtOAc). Reactants: ClCC=1C=C(C(=O)OCC)C=C(C1)N(C)C (Ethyl 3-(chloromethyl)-5-(dimethylamino)benzoate), C(C)OP(OCC)OCC (triethylphosphite), C[O-].[Na+] (NaOMe), COCOC1=C(C=C(C=O)C=C1C)C (4-(methoxymethoxy)-3,5-dimethylbenzaldehyde). Isolated yield 67.1%. RXN SMILES: Cl[CH2:2][C:3]1[CH:4]=[C:5]([CH:11]=[C:12]([N:14]([CH3:16])[CH3:15])[CH:13]=1)[C:6]([O:8][CH2:9][CH3:10])=[O:7].C(OP(OCC)OCC)C.C[O-].[Na+].[CH3:30][O:31][CH2:32][O:33][C:34]1[C:41]([CH3:42])=[CH:40][C:37]([CH:38]=O)=[CH:36][C:35]=1[CH3:43]>CCOC(C)=O.CCO.CN(C=O)C>[CH3:15][N:14]([CH3:16])[C:12]1[CH:11]=[C:5]([CH:4]=[C:3](/[CH:2]=[CH:38]/[C:37]2[CH:40]=[C:41]([CH3:42])[C:34]([O:33][CH2:32][O:31][CH3:30])=[C:35]([CH3:43])[CH:36]=2)[CH:13]=1)[C:6]([O:8][CH2:9][CH3:10])=[O:7] |f:2.3|. Product: CN(C=1C=C(C(=O)OCC)C=C(C1)\C=C\C1=CC(=C(C(=C1)C)OCOC)C)C ((E)-Ethyl 3-(dimethylamino)-5-(4-(methoxymethoxy)-3,5-dimethylstyryl)benzoate). Reaction conditions: temperature 0 celsius, time 18 hour. Procedure details: Compound 3 (1.224 g, 4.277 mmol) and triethylphosphite (1.512 mL, 8.555 mmol) were heated to 150° C. for 3 hours. The reaction mixture was cooled to 0° C. and then 6 mL of DMF and 6 mL of EtOH were added. NaOMe (486 mg, 8.554 mmol) and 4-(methoxymethoxy)-3,5-dimethylbenzaldehyde (0.831 g, 4.277 mmol) were added to the solution. After 18 hours, the mixture was diluted with EtOAc and the solution was washed with brine. After drying on Na2SO4, the organic layer was filtered and concentrated under r... Starting materials: 2-iodo-estrone, C[C@]12CC[C@@H]3C=4C=CC(=CC4CC[C@H]3[C@@H]1CCC2=O)O (oestrone), C(C)(=O)[O-] (acetate), II (iodine). The reagents and catalysts are [Cu](Cl)Cl (copper chloride). Solvent: C(C)(=O)O (acetic acid). Conditions: time 2 hour. Product: C[C@]12CC[C@@H]3C4=CC(=C(C=C4CC[C@H]3[C@@H]1CCC2=O)O)OC (2-methoxy-estrone). The yield is 56.0%. As a reaction SMILES: [CH3:1][C@@:2]12[C:18](=[O:19])[CH2:17][CH2:16][C@H:15]1[C@H:14]1[C@@H:5]([C:6]3[CH:7]=[CH:8][C:9]([OH:20])=[CH:10][C:11]=3[CH2:12][CH2:13]1)[CH2:4][CH2:3]2.[C:21]([O-])(=[O:23])C.II>C(O)(=O)C.[Cu](Cl)Cl>[CH3:1][C@@:2]12[C:18](=[O:19])[CH2:17][CH2:16][C@H:15]1[C@H:14]1[C@@H:5]([C:6]3[C:11]([CH2:12][CH2:13]1)=[CH:10][C:9]([OH:20])=[C:8]([O:23][CH3:21])[CH:7]=3)[CH2:4][CH2:3]2. Reported procedure: To this end, 2-iodo-estrone 49 was prepared by treating oestrone with mercuric-acetate and iodine in acetic acid.40 The selective halogenation at position 2 was complete within 2 hours at room temperature with an overall yield of 56% after successive recrystallizations. 2-Iodo-estrone then reacted with a large excess of a freshly prepared solution of sodium methoxyde, in presence of copper chloride in refluxing pyridine41 and gave 2-methoxy-estrone 50 with a yield: of 75%. This method has the ad...